Dataset: the Open Reaction Database (ORD), a public repository of structured organic reaction records. Task: describe an organic reaction: reactants, conditions, products, and yield Product: N([C@@H](CC1=CN(C2=CC=CC=C12)CC(=O)OCC)C(=O)OCC1=CC=CC=C1)C(=O)OC(C)(C)C (Boc-L-Trp(CH2COOEt)-OBzl). Conditions: time 2 day. Solvent: C(Cl)Cl (methylene chloride), C(Cl)Cl (methylene chloride). The yield is 100.1%. Reactants: N([C@@H](CC1=CNC2=CC=CC=C12)C(=O)OCC1=CC=CC=C1)C(=O)OC(C)(C)C (Boc-L-Trp-OBzl), [OH-].[Na+] (NaOH), BrCC(=O)OCC (ethyl bromoacetate). Reagents/catalysts: S(=O)(=O)([O-])[O-].C(CCC)[N+](CCCC)(CCCC)CCCC.C(CCC)[N+](CCCC)(CCCC)CCCC (tetra-n-butylammonium sulfate). Reported procedure: To a solution of Boc-L-Trp-OBzl (5.00 g), tetra-n-butylammonium sulfate (43 mg) and NaOH (sodium hydroxide) (1.27 g) in methylene chloride (100 ml) was added a solution of ethyl bromoacetate (5.29 g) in methylene chloride (50 ml) in an ice-bath cooling. After being stirred at room temperature for 2 days, the mixture was washed with 5% aqueous potassium hydrogen sulfate solution, 1M aqueous sodium bicarbonate solution and brine, dried over magnesium sulfate, and concentrated in vacuo to afford Bo... RXN SMILES: [NH:1]([C:23]([O:25][C:26]([CH3:29])([CH3:28])[CH3:27])=[O:24])[C@H:2]([C:13]([O:15][CH2:16][C:17]1[CH:22]=[CH:21][CH:20]=[CH:19][CH:18]=1)=[O:14])[CH2:3][C:4]1[C:12]2[C:7](=[CH:8][CH:9]=[CH:10][CH:11]=2)[NH:6][CH:5]=1.[OH-].[Na+].Br[CH2:33][C:34]([O:36][CH2:37][CH3:38])=[O:35]>C(Cl)Cl.S([O-])([O-])(=O)=O.C([N+](CCCC)(CCCC)CCCC)CCC.C([N+](CCCC)(CCCC)CCCC)CCC>[NH:1]([C:23]([O:25][C:26]([CH3:29])([CH3:28])[CH3:27])=[O:24])[C@H:2]([C:13]([O:15][CH2:16][C:17]1[CH:22]=[CH:21][CH:20]=[CH:19][CH:18]=1)=[O:14])[CH2:3][C:4]1[C:12]2[C:7](=[CH:8][CH:9]=[CH:10][CH:11]=2)[N:6]([CH2:33][C:34]([O:36][CH2:37][CH3:38])=[O:35])[CH:5]=1 |f:1.2,5.6.7|. Procedure details: Compound 11.2 (97 mg, 86.5% yield) was synthesized from compound 11.1 (215 mg) using the procedure for the preparation of compound 10.2. 1H NMR (D2O) δ 1.8 (m, 1H), 2.05 (m, 1H), 4.3 (d, 1H, J=4.8), 4.8 (m, 1H), 5.69 (s, 1H), 6.0 (m, 1H), 6.2 (m, 1H), 7.52 (d, 1H, J=7.8). 31P NMR (D2O) d 9.8. LRMS (ESI) MH+ C10H14N3O6P requires 304.2. Found 304.0. Reaction SMILES: C([NH:9][C:10]1[CH:15]=[CH:14][N:13]([CH:16]2[CH:20]([O:21]C(=O)C3C=CC=CC=3)[CH2:19][CH:18]([CH:30]=[CH:31][P:32]([O:37]CC)([O:34]CC)=[O:33])[O:17]2)[C:12](=[O:40])[CH:11]=1)(=O)C1C=CC=CC=1.NC1NC(=O)C2N=NN(C3OC(C=CP(=O)(O)O)CC3O)C=2N=1>>[NH2:9][C:10]1[CH:15]=[CH:14][N:13]([CH:16]2[O:17][CH:18]([CH:30]=[CH:31][P:32](=[O:33])([OH:34])[OH:37])[CH2:19][CH:20]2[OH:21])[C:12](=[O:40])[CH:11]=1. Yield: 84.6%. The reactants are C(C1=CC=CC=C1)(=O)NC1=CC(N(C=C1)C1OC(CC1OC(C1=CC=CC=C1)=O)C=CP(=O)(OCC)OCC)=O (Benzoic acid 2-(4-benzoylamino-2-oxo-2H-pyridin-1-yl)-5-[2-(diethoxy-phosphoryl)-vinyl]-tetrahydro-furan-3-yl ester), NC=1NC(C2=C(N1)N(N=N2)C2C(CC(O2)C=CP(O)(O)=O)O)=O ({2-[5-(5-Amino-7-oxo-6,7-dihydro-[1,2,3]triazolo[4,5-d]pyrimidin-3-yl)-4-hydroxy-tetrahydro-furan-2-yl]-vinyl}-phosphonic acid). The product is NC1=CC(N(C=C1)C1C(CC(O1)C=CP(O)(O)=O)O)=O ({2-[5-(4-Amino-2-oxo-2H-pyridin-1-yl)-4-hydroxy-tetrahydro-furan-2-yl]-vinyl}-phosphonic acid).